From a dataset of the Open Reaction Database (ORD), a public repository of structured organic reaction records. describe an organic reaction: reactants, conditions, products, and yield The product is S1C(SCCC1)C(=O)O (1,3-dithiane-2-carboxylic acid). The reactants are O (water), C1(=CC=C(C=C1)S(=O)(=O)O)C (toluene-p-sulfonic acid), O (water), C(CCS)S (1,3-propanedithiol), monohydrated glyoxylic acid, C1=CC=CC=C1 (benzene). Procedure details: In a one liter three-necked reaction flask equipped with a water-separator device (Dean-Stark) and a reflux condenser there are added 700 ml. of benzene, 54 g (0.5 mol) of 1,3-propanedithiol 46 g (0.5 mol) of monohydrated glyoxylic acid and 0.5 g (2.9 mmol) toluene-p-sulfonic acid. The mixture is heated to reflux with stirring. After 18 ml. (1 mol) water has been condensed, the hot solution is decanted from the precipitate formed on the container walls. The solvent is evaporated under reduced pr... RXN SMILES: [OH2:1].[CH2:2]([SH:6])[CH2:3][CH2:4][SH:5].C1(C)C=CC(S(O)(=O)=[O:14])=CC=1.[CH:18]1[CH:23]=CC=CC=1>>[S:5]1[CH2:4][CH2:3][CH2:2][S:6][CH:23]1[C:18]([OH:14])=[O:1]. Reactants: BrC=1C=C(CCOCCC(=O)OC(C)(C)C)C=CC1 (tert-butyl 3-(3-bromophenethoxy)propanoate), COCCN1N=CC(=C1)B1OC(C(O1)(C)C)(C)C (1-(2-methoxyethyl)-4-(4,4,5,5-tetramethyl-1,3,2-dioxaborolan-2-yl)-1H-pyrazole). Yields the product COCCN1N=CC(=C1)C=1C=C(CCOCCC(=O)OC(C)(C)C)C=CC1 (tert-Butyl 3-(3-(1-(2-methoxyethyl)-1H-pyrazol-4-yl)phenethoxy)propanoate). RXN SMILES: Br[C:2]1[CH:3]=[C:4]([CH:17]=[CH:18][CH:19]=1)[CH2:5][CH2:6][O:7][CH2:8][CH2:9][C:10]([O:12][C:13]([CH3:16])([CH3:15])[CH3:14])=[O:11].[CH3:20][O:21][CH2:22][CH2:23][N:24]1[CH:28]=[C:27](B2OC(C)(C)C(C)(C)O2)[CH:26]=[N:25]1>>[CH3:20][O:21][CH2:22][CH2:23][N:24]1[CH:28]=[C:27]([C:2]2[CH:3]=[C:4]([CH:17]=[CH:18][CH:19]=2)[CH2:5][CH2:6][O:7][CH2:8][CH2:9][C:10]([O:12][C:13]([CH3:16])([CH3:15])[CH3:14])=[O:11])[CH:26]=[N:25]1. Procedure details: The subtitled compound (834 mg) was prepared from tert-butyl 3-(3-bromophenethoxy)propanoate [Preparation 3, Step i)] and 1-(2-methoxyethyl)-4-(4,4,5,5-tetramethyl-1,3,2-dioxaborolan-2-yl)-1H-pyrazole using a similar method to that described in Example 18, Step i). MS M+H-C4H8]+=319 (MultiMode+) 1H NMR (300 MHz, CDCl3) δ 7.78 (s, 1H), 7.72 (s, 1H), 7.37-7.22 (m, 3H), 7.07 (d, J=7.5 Hz, 1H), 4.32 (t, J=5.2 Hz, 2H), 3.78 (t, J=5.3 Hz, 2H), 3.70 (t, J=6.5 Hz, 2H), 3.68 (t, J=7.5 Hz, 2H), 3.35 (s, 3... Reactants: CC(=O)OC(C)=O, CCOCC, Cl, [Na+], [OH-], O=C(O)Cc1ccc([N+](=O)[O-])c(O)c1. Yields the product CC(=O)Oc1cc(CC(=O)O)ccc1[N+](=O)[O-]. RXN SMILES: [CH3:17][C:18](=[O:19])[O:20][C:21](=[O:22])[CH3:23].[CH3:25][CH2:26][O:27][CH2:28][CH3:29].[ClH:24].[Na+:16].[OH-:15].[OH:1][c:2]1[cH:3][c:4]([CH2:11][C:12](=[O:13])[OH:14])[cH:5][cH:6][c:7]1[N+:8](=[O:9])[O-:10]>>[O:1]([c:2]1[cH:3][c:4]([CH2:11][C:12](=[O:13])[OH:14])[cH:5][cH:6][c:7]1[N+:8](=[O:9])[O-:10])[C:18]([CH3:17])=[O:19]. The reactants are FC(C(C)=O)(F)F (trifluoroacetone), [Cl-].[NH4+] (ammonium chloride), [N+](=O)([O-])C=1C=CC2=C(N=CS2)C1 (5-nitrobenzothiazole), C(C)(C)[N-]C(C)C.[Li+] (lithium diisopropylamide). The solvent is O1CCCC1 (tetrahydrofuran), O1CCCC1 (tetrahydrofuran). Conditions: temperature -100 celsius, time 40 minute. The product is FC(C(C)(O)C=1SC2=C(N1)C=C(C=C2)[N+](=O)[O-])(F)F (1,1,1-Trifluoro-2-(5-nitrobenzothiazol-2-yl)propan-2-ol). Yield: 51.4%. Reaction SMILES: [N+:1]([C:4]1[CH:5]=[CH:6][C:7]2[S:11][CH:10]=[N:9][C:8]=2[CH:12]=1)([O-:3])=[O:2].C([N-]C(C)C)(C)C.[Li+].[F:21][C:22]([F:27])([F:26])[C:23](=[O:25])[CH3:24].[Cl-].[NH4+]>O1CCCC1>[F:21][C:22]([F:27])([F:26])[C:23]([C:10]1[S:11][C:7]2[CH:6]=[CH:5][C:4]([N+:1]([O-:3])=[O:2])=[CH:12][C:8]=2[N:9]=1)([OH:25])[CH3:24] |f:1.2,4.5|. Procedure details: A solution of 5-nitrobenzothiazole (120 mg) in dry tetrahydrofuran (10 mL was cooled to -100° C. and then treated dropwise with lithium diisopropylamide (0.36 mL, 2.0M). The reaction mixture was stirred for 40 minutes at -100° C., and then treated with a solution of trifluoroacetone (75 mg) in dry tetrahydrofuran (1 mL). The reaction mixture was maintained at -100° C. for 30 minutes, treated with saturated aqueous ammonium chloride (10 mL), warmed to room temperature, and extracted with diethyl ... Reaction SMILES: [CH3:1][CH:2]([C:16]([OH:18])=[O:17])[C:3]1[CH:4]=[CH:5][C:6]([C:10]2[CH:11]=[CH:12]C=CC=2)=[C:7](F)[CH:8]=1.[CH2:19](O)C>>[OH:18][C:16]([CH:2]([C:3]1[CH:8]=[CH:7][C:6]([CH2:10][CH:11]([CH3:12])[CH3:19])=[CH:5][CH:4]=1)[CH3:1])=[O:17]. Run at temperature 60 celsius. The reactants are polyethylene glycol 300, buffer solution, C(C)O (ethanol), CC(C=1C=CC(=C(C1)F)C=2C=CC=CC2)C(=O)O (flurbiprofen), poloxamer 237. The product is OC(=O)C(C)C1=CC=C(CC(C)C)C=C1 (ibuprofen). Procedure details: Three grams of flurbiprofen and 30 g of poloxamer 237 were heated at 110° C. for 10 minutes to obtain a liquified mixture and cooled to 60° C. Into this mixture, 5 g of polyethylene glycol 300, 10 g of ethanol and 52 g of pH 4 buffer solution were added at 60° C. to obtain an ibuprofen gel. Reactants: CC(C)N1CCC(NC(=O)c2nc3cc(C(=O)O)ccc3n2Cc2cc(-c3ccc(Cl)s3)on2)CC1, OCCO. Product: CC(C)N1CCC(NC(=O)c2nc3cc(C(=O)OCCO)ccc3n2Cc2cc(-c3ccc(Cl)s3)on2)CC1. RXN SMILES: [Cl:1][c:2]1[cH:3][cH:4][c:5](-[c:7]2[cH:8][c:9]([CH2:12][n:13]3[c:14]([C:25]([NH:26][CH:27]4[CH2:28][CH2:29][N:30]([CH:33]([CH3:34])[CH3:35])[CH2:31][CH2:32]4)=[O:36])[n:15][c:16]4[c:17]3[cH:18][cH:19][c:20]([C:22](=[O:23])[OH:24])[cH:21]4)[n:10][o:11]2)[s:6]1.[OH:37][CH2:38][CH2:39][OH:40]>>[Cl:1][c:2]1[cH:3][cH:4][c:5](-[c:7]2[cH:8][c:9]([CH2:12][n:13]3[c:14]([C:25]([NH:26][CH:27]4[CH2:28][CH2:29][N:30]([CH:33]([CH3:34])[CH3:35])[CH2:31][CH2:32]4)=[O:36])[n:15][c:16]4[c:17]3[cH:18][cH:19][c:20]([C:22]([O:23][CH2:39][CH2:38][OH:37])=[O:24])[cH:21]4)[n:10][o:11]2)[s:6]1. The reactants are CC(C)(C)N, CC#N, Fc1cc(F)c(F)nc1F. Product: CC(C)(C)Nc1nc(F)c(F)cc1F. As a reaction SMILES: [C:11]([CH3:12])([CH3:13])([CH3:14])[NH2:15].[CH3:16][C:17]#[N:18].[F:1][c:2]1[n:3][c:4]([F:10])[c:5]([F:9])[cH:6][c:7]1[F:8]>>[c:2]1([NH:15][C:11]([CH3:12])([CH3:13])[CH3:14])[n:3][c:4]([F:10])[c:5]([F:9])[cH:6][c:7]1[F:8].